The task is: describe an organic reaction: reactants, conditions, products, and yield. This data is from the Open Reaction Database (ORD), a public repository of structured organic reaction records. Starting materials: BrCCOCc1ccccc1, COC(=O)CC(C)=O, COCCOC, [H-], [Na+]. Yields the product COC(=O)C(CCOCc1ccccc1)C(C)=O. RXN SMILES: [Br:11][CH2:12][CH2:13][O:14][CH2:15][c:16]1[cH:17][cH:18][cH:19][cH:20][cH:21]1.[C:3]([CH2:4][C:5](=[O:6])[CH3:7])(=[O:8])[O:9][CH3:10].[CH3:22][O:23][CH2:24][CH2:25][O:26][CH3:27].[H-:2].[Na+:1]>>[C:3]([CH:4]([C:5](=[O:6])[CH3:7])[CH2:12][CH2:13][O:14][CH2:15][c:16]1[cH:17][cH:18][cH:19][cH:20][cH:21]1)(=[O:8])[O:9][CH3:10]. Reactants: C(C)C1C(CC(C(C(OC(C2CCCCN2C(C(C2(C(CC(C(C(CC(CC(=C1)C)C)OC)O2)OC)C)O)=O)=O)=O)C(=CC2CC(C(CC2)OCC(O)C2=CC=CC=C2)OC)C)C)O[Si](C)(C)C(C)(C)C)=O (17-Ethyl-1-hydroxy-14-(tert-butyldimethylsiloxy)-12-[2'-(4"-(2"'-phenyl-2"'-hydroxyethyloxy)-3"-methoxycyclohexyl)-1'-methylvinyl]-23,25-dimethoxy-13,19,21,27-tetramethyl-11,28-dioxa-4-azatricyclo[22.3.1.04,9 ]octacos-18-ene-2,3,10,16-tetraone), C1=CC=NC=C1.F (hydrogen fluoride/pyridine). The solvent is C1CCOC1 (THF). Reaction conditions: time 24 hour. The product is C(C)C1C(CC(C(C(OC(C2CCCCN2C(C(C2(C(CC(C(C(CC(CC(=C1)C)C)OC)O2)OC)C)O)=O)=O)=O)C(=CC2CC(C(CC2)OCC(O)C2=CC=CC=C2)OC)C)C)O)=O (17-Ethyl-1,14-dihydroxy-12-[2'-(4"-(2"'-phenyl-2"'-hydroxyethyloxy)-3"-methoxycyclohexyl)-1'-methylvinyl]-23,25-dimethoxy-13,19,21,27-tetramethyl-11,28-dioxa-4-azatricyclo[22.3.1.04,9 ]octacos-18-ene-2,3,10,16-tetraone). Isolated yield 42.7%. As a reaction SMILES: [CH2:1]([CH:3]1[CH:29]=[C:28]([CH3:30])[CH2:27][CH:26]([CH3:31])[CH2:25][CH:24]([O:32][CH3:33])[CH:23]2[O:34][C:19]([OH:38])([CH:20]([CH3:37])[CH2:21][CH:22]2[O:35][CH3:36])[C:18](=[O:39])[C:17](=[O:40])[N:16]2[CH:11]([CH2:12][CH2:13][CH2:14][CH2:15]2)[C:10](=[O:41])[O:9][CH:8]([C:42]([CH3:62])=[CH:43][CH:44]2[CH2:49][CH2:48][CH:47]([O:50][CH2:51][CH:52]([C:54]3[CH:59]=[CH:58][CH:57]=[CH:56][CH:55]=3)[OH:53])[CH:46]([O:60][CH3:61])[CH2:45]2)[CH:7]([CH3:63])[CH:6]([O:64][Si](C(C)(C)C)(C)C)[CH2:5][C:4]1=[O:72])[CH3:2].C1C=CN=CC=1.F>C1COCC1>[CH2:1]([CH:3]1[CH:29]=[C:28]([CH3:30])[CH2:27][CH:26]([CH3:31])[CH2:25][CH:24]([O:32][CH3:33])[CH:23]2[O:34][C:19]([OH:38])([CH:20]([CH3:37])[CH2:21][CH:22]2[O:35][CH3:36])[C:18](=[O:39])[C:17](=[O:40])[N:16]2[CH:11]([CH2:12][CH2:13][CH2:14][CH2:15]2)[C:10](=[O:41])[O:9][CH:8]([C:42]([CH3:62])=[CH:43][CH:44]2[CH2:49][CH2:48][CH:47]([O:50][CH2:51][CH:52]([C:54]3[CH:55]=[CH:56][CH:57]=[CH:58][CH:59]=3)[OH:53])[CH:46]([O:60][CH3:61])[CH2:45]2)[CH:7]([CH3:63])[CH:6]([OH:64])[CH2:5][C:4]1=[O:72])[CH3:2] |f:1.2|. Procedure: To a solution of the product from Step A (29 mg) in THF (400 μl) was added hydrogen fluoride/pyridine and the reaction mixture stirred at room temperature for 24 hours. The reaction was then quenched by the addition of saturated aqueous sodium bicarbonate and extracted into ethyl acetate. The organic phase was dried with magnesium sulphate and concentrated. The crude material was purified by column chromatography on silica gel eluting with 70% hexane:30% ethyl acetate to give the title compound ...